This data is from the Open Reaction Database (ORD), a public repository of structured organic reaction records. The task is: describe an organic reaction: reactants, conditions, products, and yield The reactants are C(C1=CC=CC=C1)OC(=O)N[C@H]1CCC(N2N(C1=O)[C@@H](CCC2)C(=O)OC(C)(C)C)=O ((1S,9S)t-Butyl 9-(benzyloxycarbonylamino)-6,10-dioxo-1,2,3,4,7,8,9,10-octahydro-6H-pyridazino[1,2-a][1,2]diazepine-1-carboxylate), 212e, [K+].[Br-] (KBr). The solvent is CO (MeOH). Product: C(C1=CC=CC=C1)OC(=O)N[C@H]1CCC(N2N(C1=O)[C@@H](CCC2)C(=O)O)=O ((1S,9S)9-Benzyloxycarbonylamino-6,10-dioxo-1,2,3,4,7,8,9,10-octahydro-6H-pyridazino[1,2-a][1,2]diazepine-1-carboxylic acid). RXN SMILES: [CH2:1]([O:8][C:9]([NH:11][C@@H:12]1[C:18](=[O:19])[N:17]2[C@H:20]([C:24]([O:26]C(C)(C)C)=[O:25])[CH2:21][CH2:22][CH2:23][N:16]2[C:15](=[O:31])[CH2:14][CH2:13]1)=[O:10])[C:2]1[CH:7]=[CH:6][CH:5]=[CH:4][CH:3]=1.[K+].[Br-]>CO>[CH2:1]([O:8][C:9]([NH:11][C@@H:12]1[C:18](=[O:19])[N:17]2[C@H:20]([C:24]([OH:26])=[O:25])[CH2:21][CH2:22][CH2:23][N:16]2[C:15](=[O:31])[CH2:14][CH2:13]1)=[O:10])[C:2]1[CH:7]=[CH:6][CH:5]=[CH:4][CH:3]=1 |f:1.2|. Reported procedure: was prepared from 211d by the same method as compound 212e as colourless crystals (170 mg, 97%): mp 60-100° C.; [α]D22 -103 (c 0.10, MeOH); IR (KBr) 3341, 2947, 1728, 1675, 1531, 1456, 1422, 1339, 1272, 1248, 1221, 1174, 1122, 1056, 982, 699; 1H NMR (CDCl3) δ 7.35 (5H, s), 5.65 (1H, d), 5.48-5.40 (1H, m), 5.10 (2H, s), 4,56-4.57 (2H, m), 3.49-3.30 (2H, m), 2.92-2.59 (2H, m), 2.40-2.27 (2H, m), 1.97-1.67 (4H, m); MS (ES-) 374 (M-1, 100%). Accurate mass calculated for C18H22N3O6 (MH+): 376.1509. F... The reactants are CC(C)(C)[Si](Oc1ccc(OCC(O)CNCCc2ccc(-n3c(-c4ccc(C5CCCCC5)cc4)nc4cccnc43)cc2)cc1)(c1ccccc1)c1ccccc1, CO, ClC(Cl)Cl. The product is Oc1ccc(OCC(O)CNCCc2ccc(-n3c(-c4ccc(C5CCCCC5)cc4)nc4cccnc43)cc2)cc1. As a reaction SMILES: [C:1]([Si:2]([c:3]1[cH:4][cH:5][cH:48][cH:49][cH:50]1)([O:6][c:7]1[cH:8][cH:9][c:10]([O:11][CH2:12][CH:13]([CH2:14][NH:15][CH2:16][CH2:17][c:18]2[cH:19][cH:20][c:21](-[n:24]3[c:25](-[c:33]4[cH:34][cH:35][c:36]([CH:39]5[CH2:40][CH2:41][CH2:42][CH2:43][CH2:44]5)[cH:37][cH:38]4)[n:26][c:27]4[c:28]3[n:29][cH:30][cH:31][cH:32]4)[cH:22][cH:23]2)[OH:45])[cH:46][cH:47]1)[c:51]1[cH:52][cH:53][cH:54][cH:55][cH:56]1)([CH3:57])([CH3:58])[CH3:59].[CH3:60][OH:61].[CH:62]([Cl:63])([Cl:64])[Cl:65]>>[OH:6][c:7]1[cH:8][cH:9][c:10]([O:11][CH2:12][CH:13]([CH2:14][NH:15][CH2:16][CH2:17][c:18]2[cH:19][cH:20][c:21](-[n:24]3[c:25](-[c:33]4[cH:34][cH:35][c:36]([CH:39]5[CH2:40][CH2:41][CH2:42][CH2:43][CH2:44]5)[cH:37][cH:38]4)[n:26][c:27]4[c:28]3[n:29][cH:30][cH:31][cH:32]4)[cH:22][cH:23]2)[OH:45])[cH:46][cH:47]1. Reactants: C=C(C)c1cccc(CN2CCN(C(C(=O)OC(C)(C)C)C(C)(C)C)C2=O)n1, CO, [H][H]. Yields the product CC(C)c1cccc(CN2CCN(C(C(=O)OC(C)(C)C)C(C)(C)C)C2=O)n1. Reaction SMILES: [C:1](=[CH2:2])([CH3:3])[c:4]1[cH:5][cH:6][cH:7][c:8]([CH2:10][N:11]2[C:12](=[O:28])[N:13]([CH:16]([C:17](=[O:18])[O:19][C:20]([CH3:21])([CH3:22])[CH3:23])[C:24]([CH3:25])([CH3:26])[CH3:27])[CH2:14][CH2:15]2)[n:9]1.[CH3:31][OH:32].[H:29][H:30]>>[CH:1]([CH3:2])([CH3:3])[c:4]1[cH:5][cH:6][cH:7][c:8]([CH2:10][N:11]2[C:12](=[O:28])[N:13]([CH:16]([C:17](=[O:18])[O:19][C:20]([CH3:21])([CH3:22])[CH3:23])[C:24]([CH3:25])([CH3:26])[CH3:27])[CH2:14][CH2:15]2)[n:9]1. The reactants are CCOc1cc2c(cc1OC)C(c1ccc(C(=O)O)cc1)=NC1CCN(C)CC21, COc1ccc(COCC(C)NC(C)C)cc1. Reaction SMILES: [CH2:1]([CH3:2])[O:3][c:4]1[cH:5][c:6]2[c:7]([cH:26][c:27]1[O:28][CH3:29])[C:8]([c:17]1[cH:18][cH:19][c:20]([C:21](=[O:22])[OH:23])[cH:24][cH:25]1)=[N:9][CH:10]1[CH2:11][CH2:12][N:13]([CH3:16])[CH2:14][CH:15]21.[CH:30]([CH3:31])([CH3:32])[NH:33][CH:34]([CH2:35][O:36][CH2:37][c:38]1[cH:39][cH:40][c:41]([O:44][CH3:45])[cH:42][cH:43]1)[CH3:46]>>[CH2:1]([CH3:2])[O:3][c:4]1[cH:5][c:6]2[c:7]([cH:26][c:27]1[O:28][CH3:29])[C:8]([c:17]1[cH:18][cH:19][c:20]([C:21](=[O:23])[N:33]([CH:30]([CH3:31])[CH3:32])[CH:34]([CH2:35][O:36][CH2:37][c:38]3[cH:39][cH:40][c:41]([O:44][CH3:45])[cH:42][cH:43]3)[CH3:46])[cH:24][cH:25]1)=[N:9][CH:10]1[CH2:11][CH2:12][N:13]([CH3:16])[CH2:14][CH:15]21. The product is CCOc1cc2c(cc1OC)C(c1ccc(C(=O)N(C(C)C)C(C)COCc3ccc(OC)cc3)cc1)=NC1CCN(C)CC21. Starting materials: C1(O)=CC(O)=CC=C1 (resorcinol), C(CC(=O)C(=O)OCC)(=O)OCC.[Na] (sodium diethyl oxalacetate). Solvent: P(O)(O)(O)=O (phosphoric acid). The product is C(=O)(OCC)C1=CC(OC2=CC(=CC=C12)O)=O (4-Carbethoxy-7-hydroxy-coumarin). Isolated yield 80.0%. RXN SMILES: [C:1]1([CH:8]=[CH:7][CH:6]=[C:4]([OH:5])[CH:3]=1)[OH:2].[C:9](OCC)(=[O:18])[CH2:10][C:11]([C:13]([O:15][CH2:16][CH3:17])=[O:14])=O.[Na]>P(=O)(O)(O)O>[C:13]([C:11]1[C:8]2[C:1](=[CH:3][C:4]([OH:5])=[CH:6][CH:7]=2)[O:2][C:9](=[O:18])[CH:10]=1)([O:15][CH2:16][CH3:17])=[O:14] |f:1.2,^1:21|. Reported procedure: 0.10 mole resorcinol and 0.12 mole sodium diethyl oxalacetate is heated to 80° C. for 1 hour in 60 ml concentrated phosphoric acid. 4-Carbethoxy-7-hydroxy-coumarin is thus obtained at an 80% yield in the form of a viscous oil. The reactants are Cl, [Na+], [OH-], O, COC(=O)Nc1nc2cc(CN3CCN(C(c4ccccc4)c4ccccc4)CC3)ccc2n1C. Yields the product Cn1c(N)nc2cc(CN3CCN(C(c4ccccc4)c4ccccc4)CC3)ccc21. Reaction SMILES: [ClH:38].[Na+:2].[OH-:1].[OH2:39].[c:3]1([CH:9]([N:10]2[CH2:11][CH2:12][N:13]([CH2:16][c:17]3[cH:18][c:19]4[c:20]([n:21]([CH3:29])[c:22]([NH:24][C:25](=[O:26])[O:27][CH3:28])[n:23]4)[cH:30][cH:31]3)[CH2:14][CH2:15]2)[c:32]2[cH:33][cH:34][cH:35][cH:36][cH:37]2)[cH:4][cH:5][cH:6][cH:7][cH:8]1>>[c:3]1([CH:9]([N:10]2[CH2:11][CH2:12][N:13]([CH2:16][c:17]3[cH:18][c:19]4[c:20]([n:21]([CH3:29])[c:22]([NH2:24])[n:23]4)[cH:30][cH:31]3)[CH2:14][CH2:15]2)[c:32]2[cH:33][cH:34][cH:35][cH:36][cH:37]2)[cH:4][cH:5][cH:6][cH:7][cH:8]1. Reactants: 51.2, FC1=C(C(=O)O)C(=CC=C1)F (2,6-difluorobenzoic acid), FC1=CC=C(C=C1)CC(=O)O (2-(4-fluorophenyl)acetic acid). The product is FC1=C(C=O)C(=CC=C1)F (2,6-difluorobenzaldehyde). Reaction SMILES: [F:1][C:2]1[CH:10]=[CH:9][CH:8]=[C:7]([F:11])[C:3]=1[C:4](O)=[O:5].FC1C=CC(CC(O)=O)=CC=1>>[F:1][C:2]1[CH:10]=[CH:9][CH:8]=[C:7]([F:11])[C:3]=1[CH:4]=[O:5]. Procedure details: The title compound was synthesized according to methods described for the preparation of 51.2. Here, commercially available 2,6-difluorobenzoic acid was utilized instead of 2-(4-fluorophenyl)acetic acid. Reactants: C(CCC)N(C1=CC=CC(=N1)C1=C(C=C(C(=O)OC)C=C1)C(=O)N1CC2=CC=CC=C2CC1)CCCC (methyl 4-(6-(dibutylamino)pyridin-2-yl)-3-(1,2,3,4-tetrahydroisoquinoline-2-carbonyl)benzoate), [OH-].[Na+] (NaOH), Cl (HCl). Run in C1CCOC1 (THF), CO (MeOH). Conditions: time 1 hour. Yields the product C(CCC)N(C1=CC=CC(=N1)C1=C(C=C(C(=O)O)C=C1)C(=O)N1CC2=CC=CC=C2CC1)CCCC (4-(6-(Dibutylamino)pyridin-2-yl)-3-(1,2,3,4-tetrahydroisoquinoline-2-carbonyl)benzoic acid). Yield: 94.7%. Reaction SMILES: [CH2:1]([N:5]([CH2:34][CH2:35][CH2:36][CH3:37])[C:6]1[N:11]=[C:10]([C:12]2[CH:21]=[CH:20][C:15]([C:16]([O:18]C)=[O:17])=[CH:14][C:13]=2[C:22]([N:24]2[CH2:33][CH2:32][C:31]3[C:26](=[CH:27][CH:28]=[CH:29][CH:30]=3)[CH2:25]2)=[O:23])[CH:9]=[CH:8][CH:7]=1)[CH2:2][CH2:3][CH3:4].[OH-].[Na+].Cl>C1COCC1.CO>[CH2:1]([N:5]([CH2:34][CH2:35][CH2:36][CH3:37])[C:6]1[N:11]=[C:10]([C:12]2[CH:21]=[CH:20][C:15]([C:16]([OH:18])=[O:17])=[CH:14][C:13]=2[C:22]([N:24]2[CH2:33][CH2:32][C:31]3[C:26](=[CH:27][CH:28]=[CH:29][CH:30]=3)[CH2:25]2)=[O:23])[CH:9]=[CH:8][CH:7]=1)[CH2:2][CH2:3][CH3:4] |f:1.2|. Procedure details: To a solution of methyl 4-(6-(dibutylamino)pyridin-2-yl)-3-(1,2,3,4-tetrahydroisoquinoline-2-carbonyl)benzoate (75 mg, 0.15 mmol) in THF (1.0 mL) and MeOH (1.0 mL) was added 2N NaOH (0.75 mL, 1.50 mmol). The resulting reaction mixture was stirred at room temperature for 1 h. At 0° C., the reaction mixture was neutralized to pH 4-5 with 1N HCl. The solution was extracted with EtOAc (3×) and the combined organic extracts were dried over MgSO4, filtered and concentrated in vacuo to give the title c... Reactants: C(C=C)(=O)Cl (acryloyl chloride), C([O-])(O)=O.[Na+] (sodium bicarbonate), NC=1C=C(C=CC1)NC1=NC(=NC=C1F)NC1=CC=C(C=C1)OCCOC (N4-(3-aminophenyl)-5-fluoro-N2-(4-(2-methoxyethoxy)phenyl)pyrimidine-2,4-diamine), C(Cl)(Cl)Cl.CO (chloroform methanol). The solvent is C(Cl)Cl (DCM), O (water), C(Cl)Cl (DCM). Reaction conditions: temperature -30 celsius, time 40 minute. Yields the product FC=1C(=NC(=NC1)NC1=CC=C(C=C1)OCCOC)NC=1C=C(C=CC1)NC(C=C)=O (N-(3-((5-fluoro-2-((4-(2-methoxyethoxy)phenyl)amino)pyrimidin-4-yl)amino)phenyl)acrylamide). Reaction SMILES: [NH2:1][C:2]1[CH:3]=[C:4]([NH:8][C:9]2[C:14]([F:15])=[CH:13][N:12]=[C:11]([NH:16][C:17]3[CH:22]=[CH:21][C:20]([O:23][CH2:24][CH2:25][O:26][CH3:27])=[CH:19][CH:18]=3)[N:10]=2)[CH:5]=[CH:6][CH:7]=1.[C:28](Cl)(=[O:31])[CH:29]=[CH2:30].C(Cl)(Cl)Cl.CO.C(=O)(O)[O-].[Na+]>C(Cl)Cl.O>[F:15][C:14]1[C:9]([NH:8][C:4]2[CH:3]=[C:2]([NH:1][C:28](=[O:31])[CH:29]=[CH2:30])[CH:7]=[CH:6][CH:5]=2)=[N:10][C:11]([NH:16][C:17]2[CH:22]=[CH:21][C:20]([O:23][CH2:24][CH2:25][O:26][CH3:27])=[CH:19][CH:18]=2)=[N:12][CH:13]=1 |f:2.3,4.5|. Procedure details: In a 50 mL 3-neck RBF equipped with a magnetic stirrer, calcium chloride guard tube and thermo pocket was charged N4-(3-aminophenyl)-5-fluoro-N2-(4-(2-methoxyethoxy)phenyl)pyrimidine-2,4-diamine (0.40 g) in dry DCM (10 mL) and was cooled to −30° C. An acryloyl chloride solution in DCM (0.107 g in 5.0 mL DCM) was added slowly and the reaction mixture was stirred at −30° C. for approx. 40 minutes. The reaction was monitored on TLC using chloroform:methanol (9.6:0.4) as mobile phase. The reaction m... The reactants are NN1C(N(N=C1C)C=1C=NC=CC1)=O (4-amino-5-methyl-2-(pyridin-3-yl)-2,4-dihydro-3H-1,2,4-triazol-3-one), N(=O)[O-].[Na+] (sodium nitrite), potassium iodide starch, [OH-].[Na+] (sodium hydroxide). Reagents/catalysts: S([O-])(O)=O.[Na+] (sodium bisulfite). Run in O (water), Cl (hydrochloric acid), O (water). Conditions: time 1 hour. Product: CC=1NC(N(N1)C=1C=NC=CC1)=O (5-Methyl-2-(pyridin-3-yl)-2,4-dihydro-3H-1,2,4-triazol-3-one). RXN SMILES: N[N:2]1[C:6]([CH3:7])=[N:5][N:4]([C:8]2[CH:9]=[N:10][CH:11]=[CH:12][CH:13]=2)[C:3]1=[O:14].N([O-])=O.[Na+].[OH-].[Na+]>O.Cl.S(=O)(O)[O-].[Na+]>[CH3:7][C:6]1[NH:2][C:3](=[O:14])[N:4]([C:8]2[CH:9]=[N:10][CH:11]=[CH:12][CH:13]=2)[N:5]=1 |f:1.2,3.4,7.8|. Procedure: 750 mg (3.923 mmol) of 4-amino-5-methyl-2-(pyridin-3-yl)-2,4-dihydro-3H-1,2,4-triazol-3-one were dissolved in a mixture of 9 ml of water and 3 ml of concentrated hydrochloric acid. At 5° C., a solution of 314 mg (4.55 mmol) of sodium nitrite in 1 ml of water was then added dropwise. The reaction mixture was then allowed to warm to room temperature and stirred for another 1 hour. The reaction mixture was neutralized using 30% strength aqueous sodium hydroxide solution and a few drops of an aqueou...